describe an organic reaction: reactants, conditions, products, and yield From a dataset of the Open Reaction Database (ORD), a public repository of structured organic reaction records. Reactants: CCN=C=O, Cl, CN(C(=O)N(C)C1CN(C(=O)C2CCNCC2)CC1c1ccc(F)cc1)c1cc(C(F)(F)F)cc(C(F)(F)F)c1. Yields the product CCNC(=O)N1CCC(C(=O)N2CC(c3ccc(F)cc3)C(N(C)C(=O)N(C)c3cc(C(F)(F)F)cc(C(F)(F)F)c3)C2)CC1. Reaction SMILES: [CH2:42]([CH3:43])[N:44]=[C:45]=[O:46].[ClH:1].[F:2][C:3]([c:4]1[cH:5][c:6]([N:14]([C:15](=[O:16])[N:17]([CH3:18])[CH:19]2[CH2:20][N:21]([C:31](=[O:32])[CH:33]3[CH2:34][CH2:35][NH:36][CH2:37][CH2:38]3)[CH2:22][CH:23]2[c:24]2[cH:25][cH:26][c:27]([F:30])[cH:28][cH:29]2)[CH3:39])[cH:7][c:8]([C:10]([F:11])([F:12])[F:13])[cH:9]1)([F:40])[F:41]>>[F:2][C:3]([c:4]1[cH:5][c:6]([N:14]([C:15](=[O:16])[N:17]([CH3:18])[CH:19]2[CH2:20][N:21]([C:31](=[O:32])[CH:33]3[CH2:34][CH2:35][N:36]([C:45]([NH:44][CH2:42][CH3:43])=[O:46])[CH2:37][CH2:38]3)[CH2:22][CH:23]2[c:24]2[cH:25][cH:26][c:27]([F:30])[cH:28][cH:29]2)[CH3:39])[cH:7][c:8]([C:10]([F:11])([F:12])[F:13])[cH:9]1)([F:40])[F:41].